From a dataset of the Open Reaction Database (ORD), a public repository of structured organic reaction records. describe an organic reaction: reactants, conditions, products, and yield Reactants: COc1ccccc1N1CCNCC1, CCOc1cc(OCC)c2c(C)c(CCCl)c(=O)oc2c1. Product: CCOc1cc(OCC)c2c(C)c(CCN3CCN(c4ccccc4OC)CC3)c(=O)oc2c1. RXN SMILES: [CH3:22][O:23][c:24]1[c:25]([N:30]2[CH2:31][CH2:32][NH:33][CH2:34][CH2:35]2)[cH:26][cH:27][cH:28][cH:29]1.[Cl:1][CH2:2][CH2:3][c:4]1[c:5](=[O:21])[o:6][c:7]2[c:8]([c:9]1[CH3:10])[c:11]([O:18][CH2:19][CH3:20])[cH:12][c:13]([O:15][CH2:16][CH3:17])[cH:14]2>>[CH2:2]([CH2:3][c:4]1[c:5](=[O:21])[o:6][c:7]2[c:8]([c:9]1[CH3:10])[c:11]([O:18][CH2:19][CH3:20])[cH:12][c:13]([O:15][CH2:16][CH3:17])[cH:14]2)[N:33]1[CH2:32][CH2:31][N:30]([c:25]2[c:24]([O:23][CH3:22])[cH:29][cH:28][cH:27][cH:26]2)[CH2:35][CH2:34]1. Reactants: IC=1C=NN(C1)C1=CC(=C(C=C1)[N+](=O)[O-])C (4-Iodo-1-(3-methyl-4-nitrophenyl)-1H-pyrazole), IC(C(F)(F)F)(F)F (iodopentafluoroethane), ice water. Reagents/catalysts: [Cu] (copper). Solvent: CS(=O)C (DMSO). Conditions: temperature 100 celsius, time 8 hour. Yields the product CC=1C=C(C=CC1[N+](=O)[O-])N1N=CC(=C1)C(C(F)(F)F)(F)F (1-(3-methyl-4-nitrophenyl)-4-pentafluoroethyl-1H-pyrazole). Isolated yield 37.3%. As a reaction SMILES: I[C:2]1[CH:3]=[N:4][N:5]([C:7]2[CH:12]=[CH:11][C:10]([N+:13]([O-:15])=[O:14])=[C:9]([CH3:16])[CH:8]=2)[CH:6]=1.I[C:18]([F:24])([F:23])[C:19]([F:22])([F:21])[F:20]>[Cu].CS(C)=O>[CH3:16][C:9]1[CH:8]=[C:7]([N:5]2[CH:6]=[C:2]([C:18]([F:24])([F:23])[C:19]([F:22])([F:21])[F:20])[CH:3]=[N:4]2)[CH:12]=[CH:11][C:10]=1[N+:13]([O-:15])=[O:14]. Procedure details: 4-Iodo-1-(3-methyl-4-nitrophenyl)-1H-pyrazole (1.98 g), copper powder (1.14 g), iodopentafluoroethane (8.85 g) and DMSO (9 ml) were set in an autoclave and heated and stirred for 8 hours, maintaining the inside temperature of 100° C. After finishing the reaction, the reaction mixture was poured into ice water and an insoluble matter was filtered with Celite, and then, it was extracted with ethyl acetate. The extracted solution was washed with water and dried with anhydrous sodium sulfate. After ... Starting materials: CC(C)(C)OC(=O)N1CCC(C=O)CC1, CC1(C)CNc2cc([N+](=O)[O-])ccc21, CC(Cl)Cl, [Na+], O=C([O-])O. Product: CC(C)(C)OC(=O)N1CCC(CN2CC(C)(C)c3ccc([N+](=O)[O-])cc32)CC1. As a reaction SMILES: [C:15](=[O:16])([O:17][C:18]([CH3:19])([CH3:20])[CH3:21])[N:22]1[CH2:23][CH2:24][CH:25]([CH:28]=[O:29])[CH2:26][CH2:27]1.[CH3:1][C:2]1([CH3:14])[CH2:3][NH:4][c:5]2[cH:6][c:7]([N+:11](=[O:12])[O-:13])[cH:8][cH:9][c:10]21.[Cl:35][CH:36]([Cl:37])[CH3:38].[Na+:34].[O-:30][C:31]([OH:32])=[O:33]>>[CH3:1][C:2]1([CH3:14])[CH2:3][N:4]([CH2:28][CH:25]2[CH2:24][CH2:23][N:22]([C:15](=[O:16])[O:17][C:18]([CH3:19])([CH3:20])[CH3:21])[CH2:27][CH2:26]2)[c:5]2[cH:6][c:7]([N+:11](=[O:12])[O-:13])[cH:8][cH:9][c:10]21. Reactants: Cc1ccccc1, Cl, COc1c(Cl)ccnc1CO, O=S(Cl)Cl. Yields the product COc1c(Cl)ccnc1CCl. As a reaction SMILES: [CH3:17][c:18]1[cH:19][cH:20][cH:21][cH:22][cH:23]1.[ClH:1].[OH:2][CH2:3][c:4]1[n:5][cH:6][cH:7][c:8]([Cl:12])[c:9]1[O:10][CH3:11].[S:13]([Cl:14])([Cl:15])=[O:16]>>[CH2:3]([c:4]1[n:5][cH:6][cH:7][c:8]([Cl:12])[c:9]1[O:10][CH3:11])[Cl:15]. Reactants: CC(C)=O, ClCOc1ccccc1-c1ccccc1, [K+], O, N#C[S-]. The product is S=C=NCOc1ccccc1-c1ccccc1. Reaction SMILES: [CH3:20][C:21](=[O:22])[CH3:23].[Cl:1][CH2:2][O:3][c:4]1[c:5](-[c:10]2[cH:11][cH:12][cH:13][cH:14][cH:15]2)[cH:6][cH:7][cH:8][cH:9]1.[K+:16].[OH2:24].[S-:17][C:18]#[N:19]>>[CH2:2]([O:3][c:4]1[c:5](-[c:10]2[cH:11][cH:12][cH:13][cH:14][cH:15]2)[cH:6][cH:7][cH:8][cH:9]1)[N:19]=[C:18]=[S:17]. Reactants: C(C1=CC=CC=C1)N (benzylamine), C(C1CO1)OCC1COC(O1)(C)C (2,3-(dimethylmethylenedioxy)propyl glycidyl ether). Solvent: C(C)O (ethanol). Run at temperature 80 celsius, time 1 hour. Product: C(C1=CC=CC=C1)NCC(COCC1COC(O1)(C)C)O (N-benzyl-3-[2,3-(dimethylmethylenedioxy)propoxy]-2-hydroxypropylamine). The yield is 62.8%. Reaction SMILES: [CH2:1]([NH2:8])[C:2]1[CH:7]=[CH:6][CH:5]=[CH:4][CH:3]=1.[CH2:9]([O:13][CH2:14][CH:15]1[O:19][C:18]([CH3:21])([CH3:20])[O:17][CH2:16]1)[CH:10]1[O:12][CH2:11]1>C(O)C>[CH2:1]([NH:8][CH2:11][CH:10]([OH:12])[CH2:9][O:13][CH2:14][CH:15]1[O:19][C:18]([CH3:21])([CH3:20])[O:17][CH2:16]1)[C:2]1[CH:7]=[CH:6][CH:5]=[CH:4][CH:3]=1. Reported procedure: A 500-ml three-necked flask equipped with a dropping funnel, thermometer and reflux condenser was charged with 174 ml (1.59 mol) of benzylamine and48.0 ml of ethanol. While heating and stirring the mixture at 80° C.in a nitrogen atmosphere, 20.3 g (0.11 mol) of 2,3-(dimethylmethylenedioxy)propyl glycidyl ether were added dropwise over2 hours. After completion of the addition, the heating and stirring were continued for an additional 1 hour under the same conditions. After the reaction mixture wa... Reactants: CCOC(=O)C(Br)(Br)C(=O)OCC, O=C([O-])[O-], CC(C)=O, [K+], [K+], Oc1ccccc1O. Yields the product CCOC(=O)C1(C(=O)OCC)Oc2ccccc2O1. Reaction SMILES: [Br:9][C:10]([C:11](=[O:12])[O:13][CH2:14][CH3:15])([C:16](=[O:17])[O:18][CH2:19][CH3:20])[Br:21].[C:22](=[O:23])([O-:24])[O-:25].[CH3:28][C:29](=[O:30])[CH3:31].[K+:26].[K+:27].[OH:1][c:2]1[cH:3][cH:4][cH:5][cH:6][c:7]1[OH:8]>>[O:1]1[c:2]2[cH:3][cH:4][cH:5][cH:6][c:7]2[O:8][C:10]1([C:11](=[O:12])[O:13][CH2:14][CH3:15])[C:16](=[O:17])[O:18][CH2:19][CH3:20].